From a dataset of the Open Reaction Database (ORD), a public repository of structured organic reaction records. describe an organic reaction: reactants, conditions, products, and yield Reactants: FC(C=1C=C(COCC(=CC)C2=C(C=CC=C2)C2OCCCO2)C=C(C1)C(F)(F)F)(F)F (2-(2-(1-(3,5-bis(trifluoromethyl)benzyloxy)but-2-en-2-yl)phenyl)-1,3-dioxane), Cl (hydrochloric acid), [BH4-].[Na+] (sodium borohydride). Solvent: CC(=O)C (acetone), O (water). Reaction conditions: temperature 0 celsius, time 1.5 hour. Product: FC(C=1C=C(COCC(=CC)C2=C(C=CC=C2)CO)C=C(C1)C(F)(F)F)(F)F ((2-(1-(3,5-Bis(trifluoromethyl)benzyloxy)but-2-en-2-yl)phenyl)methanol). As a reaction SMILES: [F:1][C:2]([F:32])([F:31])[C:3]1[CH:4]=[C:5]([CH:24]=[C:25]([C:27]([F:30])([F:29])[F:28])[CH:26]=1)[CH2:6][O:7][CH2:8][C:9]([C:12]1[CH:17]=[CH:16][CH:15]=[CH:14][C:13]=1[CH:18]1OCCC[O:19]1)=[CH:10][CH3:11].Cl.[BH4-].[Na+]>CC(C)=O.O>[F:1][C:2]([F:31])([F:32])[C:3]1[CH:4]=[C:5]([CH:24]=[C:25]([C:27]([F:29])([F:28])[F:30])[CH:26]=1)[CH2:6][O:7][CH2:8][C:9]([C:12]1[CH:17]=[CH:16][CH:15]=[CH:14][C:13]=1[CH2:18][OH:19])=[CH:10][CH3:11] |f:2.3|. Procedure: To a solution of 2-(2-(1-(3,5-bis(trifluoromethyl)benzyloxy)but-2-en-2-yl)phenyl)-1,3-dioxane (1.75 g, 3.8 mmol) in acetone (100 mL) and water (5 mL) at room temperature was added concentrated hydrochloric acid (0.4 mL). The resulting solution was stirred for 1.5 h. The reaction was quenched by the addition of saturated sodium bicarbonate, and poured into pentane. The organics were washed with water (2×), then brine, dried over magnesium sulfate, and concentrated. The crude residue was dissolved... The reactants are Cl.NC(CO)CN1CCN(CC1)C (2-amino-3-(4-methyl-piperazin1-yl)-1-propanol hydrochloride), C(C)(C)(C)N=C=S (tert-butylisothiocyanate). Run in C(C)O (ethanol), C(C)N(CC)CC (triethylamine), O (water), ClCCl (dichloromethane). Conditions: temperature 20 celsius, time 42 hour. Product: C(C)(C)(C)NC(=S)NC(CO)CN1CCN(CC1)C (N-(tert-butyl)-N′-[2-hydroxy-1-(4-methyl-piperazin-1-ylmethyl)ethyl]thiourea). Reaction SMILES: Cl.[NH2:2][CH:3]([CH2:6][N:7]1[CH2:12][CH2:11][N:10]([CH3:13])[CH2:9][CH2:8]1)[CH2:4][OH:5].[C:14]([N:18]=[C:19]=[S:20])([CH3:17])([CH3:16])[CH3:15]>C(O)C.C(N(CC)CC)C.O.ClCCl>[C:14]([NH:18][C:19]([NH:2][CH:3]([CH2:6][N:7]1[CH2:8][CH2:9][N:10]([CH3:13])[CH2:11][CH2:12]1)[CH2:4][OH:5])=[S:20])([CH3:17])([CH3:16])[CH3:15] |f:0.1|. Reported procedure: To a solution of 1 g of 2-amino-3-(4-methyl-piperazin1-yl)-1-propanol hydrochloride in 20 mL of absolute ethanol and 1.43 mL of triethylamine, about 0.78 mL of tert-butylisothiocyanate are added. The reaction mixture is stirred under inert atmosphere at a temperature of about 20° C. for 42 hours then is heated at a temperature of about 50° C. for 1 hour 30 min. After cooling at a temperature of about 20° C., the reaction medium is evaporated under reduced pressure (2 kPa) at a temperature of abo... Reactants: CCCc1cc2c(cc1OCc1ccccc1)CCC1C2CCC2(C)C(OC(=O)CC)CCC12, C1CCOC1, CCCCCCC, CO, ClCCl, [K+], [OH-], O. The product is CCCc1cc2c(cc1OCc1ccccc1)CCC1C2CCC2(C)C(O)CCC12. Reaction SMILES: [CH2:1]([c:2]1[cH:3][cH:4][cH:5][cH:6][cH:7]1)[O:8][c:9]1[cH:10][c:11]2[c:24]([cH:25][c:26]1[CH2:27][CH2:28][CH3:29])[CH:23]1[CH:14]([CH2:13][CH2:12]2)[CH:15]2[CH2:16][CH2:17][CH:18]([O:30][C:31](=[O:32])[CH2:33][CH3:34])[C:19]2([CH3:20])[CH2:21][CH2:22]1.[CH2:47]1[O:48][CH2:49][CH2:50][CH2:51]1.[CH3:40][CH2:41][CH2:42][CH2:43][CH2:44][CH2:45][CH3:46].[CH3:52][OH:53].[Cl:37][CH2:38][Cl:39].[K+:36].[OH-:35].[OH2:54]>>[CH2:1]([c:2]1[cH:3][cH:4][cH:5][cH:6][cH:7]1)[O:8][c:9]1[cH:10][c:11]2[c:24]([cH:25][c:26]1[CH2:27][CH2:28][CH3:29])[CH:23]1[CH:14]([CH2:13][CH2:12]2)[CH:15]2[CH2:16][CH2:17][CH:18]([OH:30])[C:19]2([CH3:20])[CH2:21][CH2:22]1. Reactants: C(C)OC(C1=CC(=CC=C1)Br)=O (ethyl-3-bromobenzoate), 14.5, C1(=CC=CC=C1)C (toluene), FC(OC1=C(C=CC=C1)B(O)O)(F)F (2-trifluoromethoxyphenylboronic acid), 2.22, C([O-])([O-])=O.[Na+].[Na+] (sodium carbonate), 7. The reagents and catalysts are [Pd].C1(=CC=CC=C1)P(C1=CC=CC=C1)C1=CC=CC=C1.C1(=CC=CC=C1)P(C1=CC=CC=C1)C1=CC=CC=C1.C1(=CC=CC=C1)P(C1=CC=CC=C1)C1=CC=CC=C1.C1(=CC=CC=C1)P(C1=CC=CC=C1)C1=CC=CC=C1 (tetrakis(triphenylphosphine) palladium(0)). The solvent is C(C)O (ethanol), C(C)(=O)OCC (ethyl acetate), O (water). Yields the product C(C)OC(C1=CC(=CC=C1)C1=C(C=CC=C1)OC(F)(F)F)=O (Ethyl-3-(2-Trifluoromethoxyphenyl)-benzoate). As a reaction SMILES: [CH2:1]([O:3][C:4](=[O:12])[C:5]1[CH:10]=[CH:9][CH:8]=[C:7](Br)[CH:6]=1)[CH3:2].C1(C)C=CC=CC=1.[F:20][C:21]([F:33])([F:32])[O:22][C:23]1[CH:28]=[CH:27][CH:26]=[CH:25][C:24]=1B(O)O.C(=O)([O-])[O-].[Na+].[Na+]>C(OCC)(=O)C.O.[Pd].C1(P(C2C=CC=CC=2)C2C=CC=CC=2)C=CC=CC=1.C1(P(C2C=CC=CC=2)C2C=CC=CC=2)C=CC=CC=1.C1(P(C2C=CC=CC=2)C2C=CC=CC=2)C=CC=CC=1.C1(P(C2C=CC=CC=2)C2C=CC=CC=2)C=CC=CC=1.C(O)C>[CH2:1]([O:3][C:4](=[O:12])[C:5]1[CH:10]=[CH:9][CH:8]=[C:7]([C:24]2[CH:25]=[CH:26][CH:27]=[CH:28][C:23]=2[O:22][C:21]([F:20])([F:33])[F:32])[CH:6]=1)[CH3:2] |f:3.4.5,8.9.10.11.12|. Procedure details: To a solution of 0.94 g (4.58 mmol) of ethyl-3-bromobenzoate in 14.5 Ml of toluene at RT was added 0.25 g (0.218 mmol) of tetrakis(triphenylphosphine) palladium(0), 0.94 g (4.58 mmol) of 2-trifluoromethoxyphenylboronic acid, 2.22 Ml (4.45 mmol) of 2M aqueous sodium carbonate solution and 7 Ml of ethanol. The reaction mixture was heated at reflux for 18 h. The reaction mixture was cooled and diluted with ethyl acetate and water. The organic fraction was separated and washed with saturated NaCl so... The reactants are FC1=C(C=CC(=C1)B1OC(C(O1)(C)C)(C)C)C=1N=CC(=NC1)N (5-(2-fluoro-4-(4,4,5,5-tetramethyl-1,3,2-dioxaborolan-2-yl)phenyl)-pyrazin-2-amine), BrC1=C(C=CC=C1)S(=O)(=O)N1CC(CCC1)N (racemic-1-((2-bromophenyl)sulfonyl)piperidin-3-amine). Product: NC1CN(CCC1)S(=O)(=O)C1=C(C=CC=C1)C1=CC(=C(C=C1)C=1N=CC(=NC1)N)F (racemic 5-{2′-[(3-Aminopiperidin-1-yl)sulfonyl]-3-fluorobiphenyl-4-yl}pyrazin-2-amine). RXN SMILES: [F:1][C:2]1[CH:7]=[C:6](B2OC(C)(C)C(C)(C)O2)[CH:5]=[CH:4][C:3]=1[C:17]1[N:18]=[CH:19][C:20]([NH2:23])=[N:21][CH:22]=1.Br[C:25]1[CH:30]=[CH:29][CH:28]=[CH:27][C:26]=1[S:31]([N:34]1[CH2:39][CH2:38][CH2:37][CH:36]([NH2:40])[CH2:35]1)(=[O:33])=[O:32]>>[NH2:40][CH:36]1[CH2:37][CH2:38][CH2:39][N:34]([S:31]([C:26]2[CH:27]=[CH:28][CH:29]=[CH:30][C:25]=2[C:6]2[CH:5]=[CH:4][C:3]([C:17]3[N:18]=[CH:19][C:20]([NH2:23])=[N:21][CH:22]=3)=[C:2]([F:1])[CH:7]=2)(=[O:33])=[O:32])[CH2:35]1. Reported procedure: The title compound was prepared in a manner similar to that described in Example 448 using 5-(2-fluoro-4-(4,4,5,5-tetramethyl-1,3,2-dioxaborolan-2-yl)phenyl)-pyrazin-2-amine and racemic-1-((2-bromophenyl)sulfonyl)piperidin-3-amine. MS (ESI): mass calcd. for C26H30FN5O4S, 427.15; m/z found, 428.1 [M+H]+. 1H NMR (400 MHz, CD3OD) δ 8.45 (s, 1H), 8.33 (s, 1H), 8.11-8.07 (m, 1H), 8.03 (m, 1H), 7.76-7.70 (m, 1H), 7.67-7.62 (m, 1H), 7.46-7.42 (m, 1H), 7.36-7.29 (m, 2H), 3.40-3.41 (m, 1H), 3.13-3.02 (m,... Reactants: NCCNC(=O)C1=CC=2C(=CN=CC2OC2=CC=C(C=C2)Cl)S1 (N-(2-Aminoethyl)-4-(4-chlorophenoxy)thieno[2,3-c]pyridine-2-carboxamide), [O-2].[Ca+2] (calcium oxide). Run in C1(=CC=CC=C1)OC1=CC=CC=C1 (phenyl ether). Run at time 45 minute. The product is ClC1=CC=C(OC2=C3C(=CN=C2)SC(=C3)C=3NCCN3)C=C1 (4-(4-Chlorophenoxy)-2-(4,5-dihydro-1H-imidazol-2-yl)thieno[2,3-c]pyridine). Yield: 16.2%. RXN SMILES: [NH2:1][CH2:2][CH2:3][NH:4][C:5]([C:7]1[S:23][C:10]2=[CH:11][N:12]=[CH:13][C:14]([O:15][C:16]3[CH:21]=[CH:20][C:19]([Cl:22])=[CH:18][CH:17]=3)=[C:9]2[CH:8]=1)=O.[O-2].[Ca+2]>C1(OC2C=CC=CC=2)C=CC=CC=1>[Cl:22][C:19]1[CH:20]=[CH:21][C:16]([O:15][C:14]2[CH:13]=[N:12][CH:11]=[C:10]3[S:23][C:7]([C:5]4[NH:4][CH2:3][CH2:2][N:1]=4)=[CH:8][C:9]=23)=[CH:17][CH:18]=1 |f:1.2|. Procedure: A suspension of Example 154 (0.15 g, 0.43 mmol) and calcium oxide (0.12 g, 2.15 mmol) in phenyl ether (10 mL) was heated to 220-250° C. The reaction was stirred 45 minutes over which reaction volume decreased due to evaporation of solvent. The reaction was cooled to room temperature and diluted with 10% MeOH/dichloromethane (25 mL) then filtered. The filtrate was concentrated and residue was purified by preparative HPLC using a gradient of 30%-90% acetonitrile/water+0.1% TFA over 40 minutes. The... Reactants: O=[N+]([O-])c1nccn1C(Br)CBr, CO. Product: C=C(Br)n1ccnc1[N+](=O)[O-]. As a reaction SMILES: [Br:1][CH:2]([CH2:3][Br:4])[n:5]1[c:6]([N+:10](=[O:11])[O-:12])[n:7][cH:8][cH:9]1.[CH3:13][OH:14]>>[Br:1][C:2](=[CH2:3])[n:5]1[c:6]([N+:10](=[O:11])[O-:12])[n:7][cH:8][cH:9]1. Reagents/catalysts: [C].[Pd] (palladium carbon). Run in O1CCCC1 (tetrahydrofuran). The reactants are C1(=CC=CC=C1)N1C(OC(C1)COC1=CC=C(C=CC(=O)OC)C=C1)=O (methyl 4-(3-phenyl-2-oxooxazolidin-5-yl)methoxycinnamate), C1(=CC=CC=C1)N1C(OC(C1)COC1=CC=C(C=CC(=O)OC)C=C1)=O (methyl 4-(3-phenyl-2-oxooxazolidin-5-yl)methoxycinnamate), [H][H] (hydrogen). The yield is 90.3%. Procedure details: A 200 mg quantity of 10% palladium carbon was added to a tetrahydrofuran (50 ml) solution of 1.75 g of methyl 4-(3-phenyl-2-oxooxazolidin-5-yl)methoxycinnamate (compound 185) obtained in Example 29. The mixture was stirred at room temperature for 2.5 hours in a stream of hydrogen at 3 atmospheric pressure. The reaction mixture was filtered, and the filtrate was concentrated under reduced pressure and washed with methanol to give 1.59 g of the title compound (compound 189) in a yield of 88%. Reaction SMILES: [C:1]1([N:7]2[CH2:11][CH:10]([CH2:12][O:13][C:14]3[CH:25]=[CH:24][C:17]([CH:18]=[CH:19][C:20]([O:22][CH3:23])=[O:21])=[CH:16][CH:15]=3)[O:9][C:8]2=[O:26])[CH:6]=[CH:5][CH:4]=[CH:3][CH:2]=1.[H][H]>[C].[Pd].O1CCCC1>[C:1]1([N:7]2[CH2:11][CH:10]([CH2:12][O:13][C:14]3[CH:25]=[CH:24][C:17]([CH2:18][CH2:19][C:20]([O:22][CH3:23])=[O:21])=[CH:16][CH:15]=3)[O:9][C:8]2=[O:26])[CH:2]=[CH:3][CH:4]=[CH:5][CH:6]=1 |f:2.3|. Yields the product C1(=CC=CC=C1)N1C(OC(C1)COC1=CC=C(C=C1)CCC(=O)OC)=O (methyl 3-[4-(3-phenyl-2-oxooxazolidin-5-yl)methoxyphenyl]propionate).